Dataset: the Open Reaction Database (ORD), a public repository of structured organic reaction records. Task: describe an organic reaction: reactants, conditions, products, and yield Starting materials: O (water), C(C)(C)(C)OC(=O)N1C[C@H](CC1)NC1=CC(=C(C=C1)F)Cl (3(S)-[(3-chloro-4-fluorophenyl)amino]pyrrolidine-1-carboxylic acid tert-butyl ester), BrCCCCl (1-bromo-3-chloropropane), C([O-])([O-])=O.[K+].[K+] (potassium carbonate). Solvent: C(C)(=O)OCC (ethyl acetate), CN1C(CCC1)=O (N-methylpyrrolidone). Reaction conditions: temperature 100 celsius, time 8 hour. Product: C(C)(C)(C)OC(=O)N1C[C@H](CC1)N(CCCCl)C1=CC(=C(C=C1)F)Cl (3(S)-[(3-chloro-4-fluorophenyl)-(3-chloropropyl)amino]pyrrolidine-1-carboxylic acid tert-butyl ester). Yield: 26.9%. Reaction SMILES: [C:1]([O:5][C:6]([N:8]1[CH2:12][CH2:11][C@H:10]([NH:13][C:14]2[CH:19]=[CH:18][C:17]([F:20])=[C:16]([Cl:21])[CH:15]=2)[CH2:9]1)=[O:7])([CH3:4])([CH3:3])[CH3:2].Br[CH2:23][CH2:24][CH2:25][Cl:26].C(=O)([O-])[O-].[K+].[K+].O>CN1CCCC1=O.C(OCC)(=O)C>[C:1]([O:5][C:6]([N:8]1[CH2:12][CH2:11][C@H:10]([N:13]([C:14]2[CH:19]=[CH:18][C:17]([F:20])=[C:16]([Cl:21])[CH:15]=2)[CH2:23][CH2:24][CH2:25][Cl:26])[CH2:9]1)=[O:7])([CH3:4])([CH3:2])[CH3:3] |f:2.3.4|. Reported procedure: 3(S)-[(3-chloro-4-fluorophenyl)amino]pyrrolidine-1-carboxylic acid tert-butyl ester (3 g, 9.5 mmol), 1-bromo-3-chloropropane (4.7 ml, 48 mmol) and potassium carbonate (1.97 g, 14.3 mmol) were suspended in N-methylpyrrolidone (NMP, 15 ml), followed by stirring at 100° C. for 8 hours. After cooling to room temperature, water was added to the reaction solution, and extraction with ethyl acetate was conducted. After drying the organic layer over sodium sulfate, the solvent was distilled off under re... The reactants are C(CCC)C=1C(=NC(=NC1C1=CC=CC=C1)Cl)C (5-butyl-2-chloro-4-methyl-6-phenyl-pyrimidine), BrBr (Br2). Run in CC(=O)O (AcOH). The product is BrCC1=NC(=NC(=C1CCCC)C1=CC=CC=C1)Cl (4-Bromomethyl-5-butyl-2-chloro-6-phenyl-pyrimidine). As a reaction SMILES: [CH2:1]([C:5]1[C:6]([CH3:18])=[N:7][C:8]([Cl:17])=[N:9][C:10]=1[C:11]1[CH:16]=[CH:15][CH:14]=[CH:13][CH:12]=1)[CH2:2][CH2:3][CH3:4].[Br:19]Br>CC(O)=O>[Br:19][CH2:18][C:6]1[C:5]([CH2:1][CH2:2][CH2:3][CH3:4])=[C:10]([C:11]2[CH:12]=[CH:13][CH:14]=[CH:15][CH:16]=2)[N:9]=[C:8]([Cl:17])[N:7]=1. Procedure: A solution of the 5-butyl-2-chloro-4-methyl-6-phenyl-pyrimidine (215 mg, 0.825 mmol) and Br2 (0.042 ml, 0.825 mmol) in AcOH (2 mL) is stirred at 80° C. for 2 hours. After cooling, the solution is concentrated. The residue is partitioned between Et2O and half saturated aqueous NaHCO3. The layers are separated, and the aqueous layer is reextracted once with Et2O. The combined extracts are dried over Na2SO4 and concentrated to 305 mg of crude 4-bromomethyl-5-butyl-2-chloro-6-phenyl-pyrimidine, whic... Reactants: aqueous solution, [OH-].[Na+] (sodium hydroxide), C(#N)CC(=O)OC (methyl cyanoacetate), COC=1C=C(C=O)C=CC1OC (3,4-dimethoxybenzaldehyde). Solvent: Cl (hydrochloric acid). Run at temperature 85 celsius. The product is C(#N)C(C(=O)O)=CC1=CC(=C(C=C1)OC)OC (2-cyano-3-(3,4-dimethoxyphenyl)-2-propenoic acid). Yield: 55.7%. As a reaction SMILES: [OH-].[Na+].[C:3]([CH2:5][C:6]([O:8]C)=[O:7])#[N:4].[CH3:10][O:11][C:12]1[CH:13]=[C:14]([CH:17]=[CH:18][C:19]=1[O:20][CH3:21])[CH:15]=O>Cl>[C:3]([C:5](=[CH:15][C:14]1[CH:17]=[CH:18][C:19]([O:20][CH3:21])=[C:12]([O:11][CH3:10])[CH:13]=1)[C:6]([OH:8])=[O:7])#[N:4] |f:0.1|. Procedure: To 150 ml of an aqueous solution of 9.19 g of sodium hydroxide, 20.50 g of methyl cyanoacetate was added and, under stirring, 25.38 g of 3,4-dimethoxybenzaldehyde was further added, followed by heating at 85° C. for 40 hours under stirring. After completion of the reaction, the reaction mixture was added to 50 ml of 12 N hydrochloric acid to recover the resultant solid. The solid was repeated twice to recrystallize from ethanol to obtain 19.84 g of the desired compound.